Dataset: the Open Reaction Database (ORD), a public repository of structured organic reaction records. Task: describe an organic reaction: reactants, conditions, products, and yield Starting materials: C(C1=CC=CC=C1)(=O)OC1CCC=2NC3=CC(=C(C=C3C2C1)OC)OC (3-benzoyloxy-6,7-dimethoxy-1,2,3,4-tetrahydrocarbazole), COC=1C=C(C=CC1OC)NN (3,4-dimethoxyphenylhydrazine), C(C1=CC=CC=C1)(=O)OC1CCC(CC1)=O (4-benzoyloxycyclohexanone). The product is CN(C1CCC=2NC3=CC(=C(C=C3C2C1)OC)OC)C (3-(Dimethylamino)-6,7-dimethoxy-1,2,3,4-tetrahydrocarbazole). RXN SMILES: C(O[CH:10]1[CH2:22][C:21]2[C:20]3[C:15](=[CH:16][C:17]([O:25][CH3:26])=[C:18]([O:23][CH3:24])[CH:19]=3)[NH:14][C:13]=2[CH2:12][CH2:11]1)(=O)C1C=CC=CC=1.COC1C=[C:31]([NH:37]N)C=CC=1OC.[C:39](OC1CCC(=O)CC1)(=O)C1C=CC=CC=1>>[CH3:39][N:37]([CH3:31])[CH:10]1[CH2:22][C:21]2[C:20]3[C:15](=[CH:16][C:17]([O:25][CH3:26])=[C:18]([O:23][CH3:24])[CH:19]=3)[NH:14][C:13]=2[CH2:12][CH2:11]1. Reported procedure: The 3-benzoyloxy-6,7-dimethoxy-1,2,3,4-tetrahydrocarbazole, m.p. 123°-125° C., was prepared from 102 g. of 3,4-dimethoxyphenylhydrazine and 109 g. of 4-benzoyloxycyclohexanone by following a procedure similar to that described in Example 3. The reactants are [N+](=[N-])=C1C(NC2=CC=CC=C12)=O (diazooxindole), C(C)(=O)OCC#C (propargyl acetate). Run in CCOCC (ether). Conditions: time 30 minute. Yields the product C(C)(=O)OCC1=NN2C(NC=3C=CC=CC3C2=C1)=O (2-[(Acetyloxy)methyl]pyrazolo[1,5-c]quinazolin-5(6H)-one). Reaction SMILES: [N+:1](=[C:3]1[C:11]2[C:6](=[CH:7][CH:8]=[CH:9][CH:10]=2)[NH:5][C:4]1=[O:12])=[N-:2].[C:13]([O:16][CH2:17][C:18]#[CH:19])(=[O:15])[CH3:14]>CCOCC>[C:13]([O:16][CH2:17][C:18]1[CH:19]=[C:3]2[N:1]([C:4](=[O:12])[NH:5][C:6]3[CH:7]=[CH:8][CH:9]=[CH:10][C:11]=32)[N:2]=1)(=[O:15])[CH3:14]. Procedure details: 2.0 g of diazooxindole (0.013 mole) and 12.8 g (0.13 mole or 10 equivalents) of propargyl acetate are refluxed under argon for 4 hours. The reaction mixture is cooled, diluted with 200 ml of ether, stirred for 30 minutes and filtered. The light tan product is washed with ether, dried in vacuo for 1 hour at room temperature and treated with activated charcoal in a mixture of ethanol (200 ml) and ethyl acetate (100 ml). The reaction mixture is filtered through a Celite pad, concentrated to a volum... Starting materials: [N+](=O)([O-])C1=CC=C(O1)C1=NN=C2N1N=C(C=C2)Cl (3-(5-nitro-2-furyl)-6-chloro-s-triazolo[4,3-b]pyridazine), [N+](=O)([O-])C1=CC=C(C=NNC2=CC=C(N=N2)Cl)O1 (1-(5-nitro-furfurylidene)-2-(3-chloro-6-pyridazinyl) hydrazine), C(C)(=O)[O-].C(C)(=O)[O-].C(C)(=O)[O-].C(C)(=O)[O-].[Pb+4] (lead tetraacetate). Product: [N+](=O)([O-])C1=CC=C(O1)C1=NN=C2N1N=C(C=C2)NN=CN(C)C (3-(5-Nitro-2-furyl)-6-(dimethylaminomethylene-hydrazino)-s-triazolo[4,3-b]pyridazine). As a reaction SMILES: [N+](C1OC([C:9]2[N:13]3N=C(Cl)C=C[C:12]3=[N:11][N:10]=2)=CC=1)([O-])=O.[N+:19]([C:22]1[O:36][C:25]([CH:26]=[N:27][NH:28][C:29]2[N:34]=[N:33][C:32](Cl)=[CH:31][CH:30]=2)=[CH:24][CH:23]=1)([O-:21])=[O:20].[C:37]([O-])(=O)C.C([O-])(=O)C.C([O-])(=O)C.C([O-])(=O)C.[Pb+4]>>[N+:19]([C:22]1[O:36][C:25]([C:26]2[N:34]3[N:33]=[C:32]([NH:10][N:11]=[CH:12][N:13]([CH3:9])[CH3:37])[CH:31]=[CH:30][C:29]3=[N:28][N:27]=2)=[CH:24][CH:23]=1)([O-:21])=[O:20] |f:2.3.4.5.6|. Procedure: The preparation of 3-(5-nitro-2-furyl)-6-chloro-s-triazolo[4,3-b]pyridazine was carried out by the oxidative cyclization of 1-(5-nitro-furfurylidene)-2-(3-chloro-6-pyridazinyl) hydrazine (m.p. 250° - 254°C.) with lead tetraacetate. The yield was 79% and the product, after recrystallization from dimethyl formamide, melted at 222° - 226°C.